From a dataset of the Open Reaction Database (ORD), a public repository of structured organic reaction records. describe an organic reaction: reactants, conditions, products, and yield Reactants: CO, COC(=O)CCc1cc(C(c2cc(F)ccc2F)S(=O)(=O)c2ccc(C(F)(F)F)cc2)c(Cl)cn1, Cl, [Na+], C1CCOC1, [OH-]. Product: O=C(O)CCc1cc(C(c2cc(F)ccc2F)S(=O)(=O)c2ccc(C(F)(F)F)cc2)c(Cl)cn1. Reaction SMILES: [CH3:44][OH:45].[Cl:6][c:7]1[c:8]([CH:19]([S:20](=[O:21])(=[O:22])[c:23]2[cH:24][cH:25][c:26]([C:29]([F:30])([F:31])[F:32])[cH:27][cH:28]2)[c:33]2[c:34]([F:40])[cH:35][cH:36][c:37]([F:39])[cH:38]2)[cH:9][c:10]([CH2:13][CH2:14][C:15](=[O:16])[O:17][CH3:18])[n:11][cH:12]1.[ClH:43].[Na+:42].[O:1]1[CH2:2][CH2:3][CH2:4][CH2:5]1.[OH-:41]>>[Cl:6][c:7]1[c:8]([CH:19]([S:20](=[O:21])(=[O:22])[c:23]2[cH:24][cH:25][c:26]([C:29]([F:30])([F:31])[F:32])[cH:27][cH:28]2)[c:33]2[c:34]([F:40])[cH:35][cH:36][c:37]([F:39])[cH:38]2)[cH:9][c:10]([CH2:13][CH2:14][C:15](=[O:16])[OH:17])[n:11][cH:12]1. The reactants are ClC1=C(C=CC=C1)C1=CC=2N(C=3C=CC(=CC3C2C2=C1C(NC2=O)=O)OC)CCC(=O)NC2CC(NC(C2)(C)C)(C)C (3-(4-(2-Chlorophenyl)-9-methoxy-1,3-dioxo-2,3-dihydropyrrolo[3,4-c]carbazol-6 (1H)-yl)-N-(2,2,6,6-tetramethyl-4-piperidinyl)propanamide), B(Br)(Br)Br (BBr3). Reaction conditions: time 48 hour. Procedure: Demethylation of (124) prepared as described in example 237 with BBr3 using the procedure described in example 80 except that the reaction time was 48 h gave (125) as a yellow powder (47%), mp 293–299° C. (dec). 1H NMR δ [(CD3)2SO] 11.08 (br s, 1H), 9.38 (br s, 1H), 8.72 (br, 1H), 8.37 (d, J=2.4 Hz, 1H), 7.83 (d, J=7.1 Hz, 1H), 7.75 (s, 1H), 7.60–7.44 (m, 5H), 7.14 (dd, J=8.8, 2.4 Hz, 1H), 4.70 (t, J=5.8 Hz, 2H), 3.90 (m, 1H), 2.54 (t, J=5.8 Hz, 2H), 1.45–1.31 (m, 2H), 1.30 (s, 3H), 1.29 (s, 3H)... The product is ClC1=C(C=CC=C1)C1=CC=2N(C=3C=CC(=CC3C2C2=C1C(NC2=O)=O)O)CCC(=O)NC2CC(NC(C2)(C)C)(C)C (3-(4-(2-Chlorophenyl)-9-hydroxy-1,3-dioxo-2,3-dihydropyrrolo[3,4-c]carbazol-6 (1H)-yl)-N-(2,2,6,6-tetramethyl-4-piperidinyl)propanamide). Yield: 47.0%. As a reaction SMILES: [Cl:1][C:2]1[CH:7]=[CH:6][CH:5]=[CH:4][C:3]=1[C:8]1[C:20]2[C:21](=[O:25])[NH:22][C:23](=[O:24])[C:19]=2[C:18]2[C:17]3[CH:16]=[C:15]([O:26]C)[CH:14]=[CH:13][C:12]=3[N:11]([CH2:28][CH2:29][C:30]([NH:32][CH:33]3[CH2:38][C:37]([CH3:40])([CH3:39])[NH:36][C:35]([CH3:42])([CH3:41])[CH2:34]3)=[O:31])[C:10]=2[CH:9]=1.B(Br)(Br)Br>>[Cl:1][C:2]1[CH:7]=[CH:6][CH:5]=[CH:4][C:3]=1[C:8]1[C:20]2[C:21](=[O:25])[NH:22][C:23](=[O:24])[C:19]=2[C:18]2[C:17]3[CH:16]=[C:15]([OH:26])[CH:14]=[CH:13][C:12]=3[N:11]([CH2:28][CH2:29][C:30]([NH:32][CH:33]3[CH2:38][C:37]([CH3:40])([CH3:39])[NH:36][C:35]([CH3:42])([CH3:41])[CH2:34]3)=[O:31])[C:10]=2[CH:9]=1. Yields the product C(C)OC(CC1=CC(=C(C=C1)NC(=O)NC=1SC(=CN1)SC=1NC=CN1)C(=O)C1CCCC1)=O ((3-Cyclopentanecarbonyl-4-{3-[5-(1H-imidazol-2-ylsulfanyl)-thiazol-2-yl]-ureido}-phenyl)acetic acid ethyl ester). RXN SMILES: [CH2:1]([O:3][C:4](=[O:29])[CH2:5][C:6]1[CH:11]=[CH:10][C:9]([NH:12][C:13]([NH:15][C:16]2[S:17][C:18](Br)=[CH:19][N:20]=2)=[O:14])=[C:8]([C:22]([CH:24]2[CH2:28][CH2:27][CH2:26][CH2:25]2)=[O:23])[CH:7]=1)[CH3:2].[NH:30]1[CH:34]=[CH:33][N:32]=[C:31]1[SH:35]>>[CH2:1]([O:3][C:4](=[O:29])[CH2:5][C:6]1[CH:11]=[CH:10][C:9]([NH:12][C:13]([NH:15][C:16]2[S:17][C:18]([S:35][C:31]3[NH:30][CH:34]=[CH:33][N:32]=3)=[CH:19][N:20]=2)=[O:14])=[C:8]([C:22]([CH:24]2[CH2:28][CH2:27][CH2:26][CH2:25]2)=[O:23])[CH:7]=1)[CH3:2]. Starting materials: C(C)OC(CC1=CC(=C(C=C1)NC(=O)NC=1SC(=CN1)Br)C(=O)C1CCCC1)=O ({4-[3-(5-bromo-thiazol-2-yl)-ureido]-3-cyclopentanecarbonyl-phenyl}-acetic acid ethyl ester), N1C(=NC=C1)S (1H-imidazole-2-thiol). Reported procedure: (3-Cyclopentanecarbonyl-4-{3-[5-(1H-imidazol-2-ylsulfanyl)-thiazol-2-yl]-ureido}-phenyl)acetic acid ethyl ester (120 mg, 24%) was prepared from {4-[3-(5-bromo-thiazol-2-yl)-ureido]-3-cyclopentanecarbonyl-phenyl}-acetic acid ethyl ester (480 mg, 1 mmol) and 1H-imidazole-2-thiol (200 mg, 2 mmol) following the general procedure Q. Yield: 24.0%. The reactants are CC(CC(=O)O)(CC(C1=CC=CC=C1)=O)C (3,3-Dimethyl-5-oxo-5-phenylpentanoic acid), [H][H] (hydrogen). The reagents and catalysts are [C].[Pd] (palladium-carbon). The solvent is C(C)(=O)O (acetic acid). Yields the product CC(CC(=O)O)(CCC1=CC=CC=C1)C (3,3-dimethyl-5-phenylpentanoic acid). Yield: 89.2%. As a reaction SMILES: [CH3:1][C:2]([CH3:16])([CH2:7][C:8](=O)[C:9]1[CH:14]=[CH:13][CH:12]=[CH:11][CH:10]=1)[CH2:3][C:4]([OH:6])=[O:5].[H][H]>C(O)(=O)C.[C].[Pd]>[CH3:1][C:2]([CH3:16])([CH2:7][CH2:8][C:9]1[CH:10]=[CH:11][CH:12]=[CH:13][CH:14]=1)[CH2:3][C:4]([OH:6])=[O:5] |f:3.4|. Reported procedure: 3,3-Dimethyl-5-oxo-5-phenylpentanoic acid (17.0 g, 77.2 mmol) was subjected to hydrogen catalytic reduction in acetic acid (170 ml) by using 10% palladium-carbon as a catalyst. After completion of the reaction, the catalyst was filtered off and the solvent was distilled off under reduced pressure to obtain 14.2 g of 3,3-dimethyl-5-phenylpentanoic acid. Reactants: crystals, BrC=1C(=NC=NC1)SC (5-bromo-4-methylthiopyrimidine), O1CCCC1 (tetrahydrofuran), CCCCCC (hexane), isobutylaldehyde, O (water). Conditions: temperature -60 celsius, time 30 minute. The product is OC(C(C)C)C=1C(=NC=NC1)SC (5-(1-hydroxy-2-methylpropyl)-4-methylthiopyrimidine). Yield: 28.0%. RXN SMILES: Br[C:2]1[C:3]([S:8][CH3:9])=[N:4][CH:5]=[N:6][CH:7]=1.CCC[CH2:13][CH2:14][CH3:15].O.[O:17]1CCC[CH2:18]1>>[OH:17][CH:18]([C:2]1[C:3]([S:8][CH3:9])=[N:4][CH:5]=[N:6][CH:7]=1)[CH:14]([CH3:13])[CH3:15]. Reported procedure: 10.6 g (52 mmol) of 5-bromo-4-methylthiopyrimidine was dissolved in 100 ml of tetrahydrofuran, and at −60° C., 36 ml of a n-butylithium hexane solution (1.6 mol/l) was dropwise added. After stirring at −60° C. for 30 minutes, 4.1 g (57 mmol) of isobutylaldehyde was dropwise added and further reacted for 1 hour. The reaction solution was poured into water and extracted with ethyl acetate. The obtained organic layer was washed with water and then dried over anhydrous magnesium sulfate. Ethyl aceta... Starting materials: [H-].[Na+] (Sodium hydride), CC(CC(C)=O)=O (pentane-2,4-dione), BrCC1=C(C=C(C=C1)S(=O)(=O)C)Cl (1-bromomethyl-2-chloro-4-methanesulfonylbenzene). The solvent is CN(C=O)C (N,N-dimethylformamide), CN(C=O)C (N,N-dimethylformamide), O (water). Reaction conditions: temperature 5 celsius, time 20 minute. Yields the product ClC1=C(CC(C(C)=O)C(C)=O)C=CC(=C1)S(=O)(=O)C (3-(2-chloro-4-methanesulfonylbenzyl)pentane-2,4-dione). RXN SMILES: [H-].[Na+].[CH3:3][C:4](=[O:9])[CH2:5][C:6](=[O:8])[CH3:7].Br[CH2:11][C:12]1[CH:17]=[CH:16][C:15]([S:18]([CH3:21])(=[O:20])=[O:19])=[CH:14][C:13]=1[Cl:22]>CN(C)C=O.O>[Cl:22][C:13]1[CH:14]=[C:15]([S:18]([CH3:21])(=[O:20])=[O:19])[CH:16]=[CH:17][C:12]=1[CH2:11][CH:5]([C:4](=[O:9])[CH3:3])[C:6](=[O:8])[CH3:7] |f:0.1|. Procedure details: Sodium hydride (60% in oil, 0.30 g) was added portionwise to a stirred solution of pentane-2,4-dione (0.92 g) in N,N-dimethylformamide (8.0 mL) at 0-10° C. The resulting mixture was stirred at 0-10° C. for 20 minutes and then a solution of 1-bromomethyl-2-chloro-4-methanesulfonylbenzene (2.0 g) in N,N-dimethylformamide (3.0 mL) was added dropwise. The resulting mixture was stirred at room temperature for 5 hours, and then diluted with water and this mixture was extracted with ethyl acetate. The ... The reactants are ClC(=O)OC1=CC=CC=C1 (Phenyl chloroformate), OC1N(C(C2=NC=CN=C21)=O)C2=NC=C(C=C2)C (5-hydroxy-6-(5-methylpyrid-2-yl)-7-oxo-6,7-dihydro-5H-pyrrolo[3,4-b]pyrazine), O (Water). Solvent: N1=CC=CC=C1 (pyridine). Reaction conditions: temperature 20 celsius, time 3 hour. Yields the product CC=1C=CC(=NC1)N1C(C2=NC=CN=C2C1OC(=O)OC1=CC=CC=C1)=O (6-(5-methylpyrid-2-yl)-7-oxo-5-phenoxycarbonyloxy-6,7-dihydro-5H-pyrrolo[3,4-b]pyrazine). The yield is 93.1%. RXN SMILES: Cl[C:2]([O:4][C:5]1[CH:10]=[CH:9][CH:8]=[CH:7][CH:6]=1)=[O:3].[OH:11][CH:12]1[C:20]2[C:15](=[N:16][CH:17]=[CH:18][N:19]=2)[C:14](=[O:21])[N:13]1[C:22]1[CH:27]=[CH:26][C:25]([CH3:28])=[CH:24][N:23]=1.O>N1C=CC=CC=1>[CH3:28][C:25]1[CH:26]=[CH:27][C:22]([N:13]2[CH:12]([O:11][C:2]([O:4][C:5]3[CH:10]=[CH:9][CH:8]=[CH:7][CH:6]=3)=[O:3])[C:20]3[C:15](=[N:16][CH:17]=[CH:18][N:19]=3)[C:14]2=[O:21])=[N:23][CH:24]=1. Reported procedure: Phenyl chloroformate (16.4 g.) is run, over the course of 10 minutes, at a temperature of about 20° C., into a suspension of 5-hydroxy-6-(5-methylpyrid-2-yl)-7-oxo-6,7-dihydro-5H-pyrrolo[3,4-b]pyrazine (8.47 g.) in anhydrous pyridine (110 cc.). The reaction mixture is stirred for 3 hours at a temperature of about 20° C. and is then cooled to a temperature of about 5° C. Water (350 cc.) is then added over the course of 15 minutes. The insoluble product is filtered off, washed with water (4×50 cc.... The product is CC1=C(C(=O)C=2C=C(C#N)C=CC2)C=CC(=C1)OCCCCCC (3-(2-methyl-4-n-hexyloxybenzoyl)benzonitrile). The reactants are ice water, Cl (hydrochloric acid), C(CCCCC)OC=1C=C(C=CC1)C (3-n-hexyloxytoluene), [Cl-].[Al+3].[Cl-].[Cl-] (aluminium chloride), acid chloride, C(#N)C=1C=C(C(=O)O)C=CC1 (3-cyanobenzoic acid). RXN SMILES: [Cl-].[Al+3].[Cl-].[Cl-].[C:5]([C:7]1[CH:8]=[C:9]([CH:13]=[CH:14][CH:15]=1)[C:10]([OH:12])=O)#[N:6].[CH2:16]([O:22][C:23]1[CH:24]=[C:25]([CH3:29])[CH:26]=[CH:27][CH:28]=1)[CH2:17][CH2:18][CH2:19][CH2:20][CH3:21].Cl>[N+](C1C=CC=CC=1)([O-])=O>[CH3:29][C:25]1[CH:24]=[C:23]([O:22][CH2:16][CH2:17][CH2:18][CH2:19][CH2:20][CH3:21])[CH:28]=[CH:27][C:26]=1[C:10]([C:9]1[CH:8]=[C:7]([CH:15]=[CH:14][CH:13]=1)[C:5]#[N:6])=[O:12] |f:0.1.2.3|. Reported procedure: Anhydrous aluminium chloride (38.35 g) is added to a solution of the acid chloride prepared from 3-cyanobenzoic acid (36.3 g) as described in Example 26 and nitrobenzene (200 ml). A solution of 3-n-hexyloxytoluene (39.5 g) in nitrobenzene (50 ml) is added and the resulting mixture heated to 110°-120° C. for 3 hours. The reaction mixture is cooled and poured into a mixture of ice water (1,000 ml) and concentrated hydrochloric acid (100 ml). The mixture is extracted with ether (3×300 ml) and the c... Yield: 32.0%. The solvent is [N+](=O)([O-])C1=CC=CC=C1 (nitrobenzene), [N+](=O)([O-])C1=CC=CC=C1 (nitrobenzene).